Dataset: the Open Reaction Database (ORD), a public repository of structured organic reaction records. Task: describe an organic reaction: reactants, conditions, products, and yield Starting materials: O1C2COCC21 (3,4-epoxytetrahydrofuran), C(C=C)O (allyl alcohol), epoxide, B(F)(F)F (boron trifluoride). Solvent: ClCCl (dichloromethane). Product: C(C=C)O[C@@H]1COC[C@H]1O (trans-3-allyloxy-4-hydroxytetrahydrofuran). RXN SMILES: [O:1]1[CH:6]2[CH:2]1[CH2:3][O:4][CH2:5]2.[CH2:7]([OH:10])[CH:8]=[CH2:9].B(F)(F)F>ClCCl>[CH2:7]([O:10][C@H:6]1[C@H:2]([OH:1])[CH2:3][O:4][CH2:5]1)[CH:8]=[CH2:9]. Reported procedure: To a 10-L flask fitted with a double surface condenser, overhead stirrer and nitrogen inlet was added 3,4-epoxytetrahydrofuran (750 g, 8.71 mol), dichloromethane (3750 ml, 5 vol) and allyl alcohol (2530 g, 43.56 mol, 5 eq.). The solution was cooled to between 0° and 5° C. and boron trifluoride diethyletherate (61.8 g, 0.436 mol, 0.05 eq.) was added dropwise whilst maintaining the temperature below 10° C. After addition was complete the solution was allowed to warm to room temperature at which po... The reactants are [N+](=O)([O-])C1=CC=C(C=O)C=C1 (4-nitrobenzaldehyde), C(CS)S (1,2-ethanedithiol). Run in CCO (EtOH). Product: [N+](=O)([O-])C1=CC=C(C=C1)C1SCCS1 (2-(4-Nitrophenyl)-1,3-Dithiolane). The yield is 85.1%. Reaction SMILES: [N+:1]([C:4]1[CH:11]=[CH:10][C:7]([CH:8]=O)=[CH:6][CH:5]=1)([O-:3])=[O:2].[CH2:12]([SH:15])[CH2:13][SH:14]>CCO>[N+:1]([C:4]1[CH:11]=[CH:10][C:7]([CH:8]2[S:15][CH2:12][CH2:13][S:14]2)=[CH:6][CH:5]=1)([O-:3])=[O:2]. Procedure: Following the general procedure employed in Example 1, 38.58 gm (0.255 moles) of 4-nitrobenzaldehyde and 24.71 gm (0.262 moles) of 1,2-ethanedithiol gave, after crystallization from absolute EtOH, 49.23 gm (0.2169 moles) of an orange colored solid (85% yield) m.p. 80°-82° C. Elemental analysis for C9H9NO2S2 : Reactants: COc1cc(Br)ccc1O, CS(=O)[O-], CNCCNC, CCOC(C)=O, CS(C)=O, [Cu+], O=S(=O)([O-])C(F)(F)F, [Na+], O, c1ccccc1. The product is COc1cc(S(C)(=O)=O)ccc1O. As a reaction SMILES: [Br:1][c:2]1[cH:3][c:4]([O:9][CH3:10])[c:5]([OH:8])[cH:6][cH:7]1.[CH3:11][S:12](=[O:13])[O-:14].[CH3:16][NH:17][CH2:18][CH2:19][NH:20][CH3:21].[CH3:22][CH2:23][O:24][C:25](=[O:26])[CH3:27].[CH3:28][S:29](=[O:30])[CH3:31].[Cu+:46].[F:38][C:39]([F:40])([F:41])[S:42]([O-:43])(=[O:44])=[O:45].[Na+:15].[OH2:47].[cH:32]1[cH:33][cH:34][cH:35][cH:36][cH:37]1>>[c:2]1([S:12]([CH3:11])(=[O:13])=[O:14])[cH:3][c:4]([O:9][CH3:10])[c:5]([OH:8])[cH:6][cH:7]1.